This data is from the Open Reaction Database (ORD), a public repository of structured organic reaction records. The task is: describe an organic reaction: reactants, conditions, products, and yield Starting materials: N1C(=S)NC(=O)C1 (thiohydantoin), OC=1C=C(C=O)C=C(C1O)C#N (3,4-dihydroxy-5-cyanobenzaldehyde), N1CCCCC1 (piperidine). Run in C(C)(=O)O (acetic acid). Run at temperature 100 celsius. The product is OC=1C=C(C=C(C1O)C#N)C=C1NC(NC1=O)=S (4-[(3,4-Dihydroxy-5-cyanophenyl)methylidene]-2-thioxo-imidazolidin-5-one). RXN SMILES: [NH:1]1[CH2:7][C:5](=[O:6])[NH:4][C:2]1=[S:3].[OH:8][C:9]1[CH:10]=[C:11]([CH:14]=[C:15]([C:18]#[N:19])[C:16]=1[OH:17])[CH:12]=O.N1CCCCC1>C(O)(=O)C>[OH:8][C:9]1[CH:10]=[C:11]([CH:12]=[C:7]2[C:5](=[O:6])[NH:4][C:2](=[S:3])[NH:1]2)[CH:14]=[C:15]([C:18]#[N:19])[C:16]=1[OH:17]. Reported procedure: A solution containing 0.58 g of thiohydantoin, 0.82 g of 3,4-dihydroxy-5-cyanobenzaldehyde and 0.1 ml of piperidine in 10 ml of acetic acid was heated for 4 h at 100° C. The product was filtered and washed with ether. Yield 0.51 g, mp 210°-213° C. The reactants are FC1=C(C=CC2=C1N(C(C1=C(N=CC=C21)C)=O)C)OC[C@H](CC(C)C)NC(OC(C)(C)C)=O ((S)-tert-butyl (1-((7-fluoro-4,6-dimethyl-5-oxo-5,6-dihydrobenzo[c][2,7]naphthyridin-8-yl)oxy)-4-methylpentan-2-yl)carbamate), C1CC(=O)N(C1=O)Cl (NCS). Yields the product ClC1=CC2=C(N(C(C3=C(N=CC=C23)C)=O)C)C(=C1OC[C@H](CC(C)C)NC(OC(C)(C)C)=O)F ((S)-tert-butyl (1-((9-chloro-7-fluoro-4,6-dimethyl-5-oxo-5,6-dihydrobenzo[c][2,7]naphthyridin-8-yl)oxy)-4-methylpentan-2 yl)carbamate). Reaction SMILES: [F:1][C:2]1[C:7]2[N:8]([CH3:18])[C:9](=[O:17])[C:10]3[C:15]([C:6]=2[CH:5]=[CH:4][C:3]=1[O:19][CH2:20][C@@H:21]([NH:26][C:27](=[O:33])[O:28][C:29]([CH3:32])([CH3:31])[CH3:30])[CH2:22][CH:23]([CH3:25])[CH3:24])=[CH:14][CH:13]=[N:12][C:11]=3[CH3:16].C1C(=O)N([Cl:41])C(=O)C1>>[Cl:41][C:4]1[C:3]([O:19][CH2:20][C@@H:21]([NH:26][C:27](=[O:33])[O:28][C:29]([CH3:31])([CH3:30])[CH3:32])[CH2:22][CH:23]([CH3:25])[CH3:24])=[C:2]([F:1])[C:7]2[N:8]([CH3:18])[C:9](=[O:17])[C:10]3[C:15]([C:6]=2[CH:5]=1)=[CH:14][CH:13]=[N:12][C:11]=3[CH3:16]. Procedure: (S)-tert-butyl (1-((7-fluoro-4,6-dimethyl-5-oxo-5,6-dihydrobenzo[c][2,7]naphthyridin-8-yl)oxy)-4-methylpentan-2-yl)carbamate (0.08 g, 0.175 mmol), prepared as described in Example 29, Part G, was subjected to chlorination using NCS to afford (S)-tert-butyl (1-((9-chloro-7-fluoro-4,6-dimethyl-5-oxo-5,6-dihydrobenzo[c][2,7]naphthyridin-8-yl)oxy)-4-methylpentan-2 yl)carbamate (80 mg, 0.104 mmol, 60% crude yield) as semi-solid. The material was carried forward without further purification. LC/MS (ES...